This data is from the Open Reaction Database (ORD), a public repository of structured organic reaction records. The task is: describe an organic reaction: reactants, conditions, products, and yield Starting materials: ClC1=CC=C(C=C1)NC(C=1C=C(C(=O)N)C=CC1OC)=O (3-N-(4-chlorophenyl)-4-methoxyisophthalamide), C(CCC)Br (butyl bromide). Product: C(CCC)OC1=C(C=C(C(=O)N)C=C1)C(=O)NC1=CC=C(C=C1)Cl (4-butoxy-3-N-(4-chlorophenyl)-isophthalamide). Reaction SMILES: [Cl:1][C:2]1[CH:7]=[CH:6][C:5]([NH:8][C:9](=[O:21])[C:10]2[CH:11]=[C:12]([CH:16]=[CH:17][C:18]=2[O:19][CH3:20])[C:13]([NH2:15])=[O:14])=[CH:4][CH:3]=1.[CH2:22](Br)[CH2:23][CH2:24]C>>[CH2:20]([O:19][C:18]1[CH:17]=[CH:16][C:12]([C:13]([NH2:15])=[O:14])=[CH:11][C:10]=1[C:9]([NH:8][C:5]1[CH:6]=[CH:7][C:2]([Cl:1])=[CH:3][CH:4]=1)=[O:21])[CH2:22][CH2:23][CH3:24]. Procedure: The captioned compound was synthesized from 3-N-(4-chlorophenyl)-4-methoxyisophthalamide and butyl bromide by the same procedure as in the manufacturing method described in Example 1-1-2. Reactants: N(=[N+]=[N-])C=1C=C(C(=O)NC2=C(C(=CC(=C2)C(C)(C)C)NS(=O)(=O)C)OC)C=CC1C (3-azido-N-(5-tert-butyl-3-methanesulfonylamino-2-methoxy-phenyl)-4-methyl-benzamide), C(#C)C=1C=CC(=NC1)OC (5-ethynyl-2-methoxy-pyridine). The product is C(C)(C)(C)C=1C=C(C(=C(C1)NC(C1=CC(=C(C=C1)C)N1N=NC(=C1)C=1C=NC(=CC1)OC)=O)OC)NS(=O)(=O)C (N-(5-tert-Butyl-3-methanesulfonylamino-2-methoxy-phenyl)-3-[4-(6-methoxy-pyridin-3-yl)-[1,2,3]triazol-1-yl]-4-methyl-benzamide). As a reaction SMILES: [N:1]([C:4]1[CH:5]=[C:6]([CH:27]=[CH:28][C:29]=1[CH3:30])[C:7]([NH:9][C:10]1[CH:15]=[C:14]([C:16]([CH3:19])([CH3:18])[CH3:17])[CH:13]=[C:12]([NH:20][S:21]([CH3:24])(=[O:23])=[O:22])[C:11]=1[O:25][CH3:26])=[O:8])=[N+:2]=[N-:3].[C:31]([C:33]1[CH:34]=[CH:35][C:36]([O:39][CH3:40])=[N:37][CH:38]=1)#[CH:32]>>[C:16]([C:14]1[CH:13]=[C:12]([NH:20][S:21]([CH3:24])(=[O:22])=[O:23])[C:11]([O:25][CH3:26])=[C:10]([NH:9][C:7](=[O:8])[C:6]2[CH:27]=[CH:28][C:29]([CH3:30])=[C:4]([N:1]3[CH:32]=[C:31]([C:33]4[CH:38]=[N:37][C:36]([O:39][CH3:40])=[CH:35][CH:34]=4)[N:3]=[N:2]3)[CH:5]=2)[CH:15]=1)([CH3:18])([CH3:19])[CH3:17]. Procedure details: Example 22 was prepared from 3-azido-N-(5-tert-butyl-3-methanesulfonylamino-2-methoxy-phenyl)-4-methyl-benzamide and 5-ethynyl-2-methoxy-pyridine in the same manner as Example 15. ESI MS m/z 565 [C28H32N6O5S+H]+. The reactants are CCCCO, O=[N+]([O-])c1ccc(-c2cc3c(Cl)ncnc3o2)cc1, Nc1ccc(Cl)cc1F. Yields the product O=[N+]([O-])c1ccc(-c2cc3c(Nc4ccc(Cl)cc4F)ncnc3o2)cc1. RXN SMILES: [CH2:29]([OH:30])[CH2:31][CH2:32][CH3:33].[Cl:1][c:2]1[c:3]2[c:4]([n:5][cH:6][n:7]1)[o:8][c:9](-[c:11]1[cH:12][cH:13][c:14]([N+:17](=[O:18])[O-:19])[cH:15][cH:16]1)[cH:10]2.[Cl:20][c:21]1[cH:22][c:23]([F:28])[c:24]([NH2:25])[cH:26][cH:27]1>>[c:2]1([NH:25][c:24]2[c:23]([F:28])[cH:22][c:21]([Cl:20])[cH:27][cH:26]2)[c:3]2[c:4]([n:5][cH:6][n:7]1)[o:8][c:9](-[c:11]1[cH:12][cH:13][c:14]([N+:17](=[O:18])[O-:19])[cH:15][cH:16]1)[cH:10]2.